From a dataset of the Open Reaction Database (ORD), a public repository of structured organic reaction records. describe an organic reaction: reactants, conditions, products, and yield As a reaction SMILES: [C:1]([Cl:4])(Cl)=[O:2].[CH3:5][O:6][C:7]([NH:9][NH:10][C:11]1[CH:16]=[CH:15][CH:14]=[CH:13][C:12]=1[O:17][CH2:18][CH2:19][S:20][CH3:21])=[O:8]>C1(C)C=CC=CC=1>[CH3:5][O:6][C:7]([NH:9][N:10]([C:1]([Cl:4])=[O:2])[C:11]1[CH:16]=[CH:15][CH:14]=[CH:13][C:12]=1[O:17][CH2:18][CH2:19][S:20][CH3:21])=[O:8]. The reactants are solution, C(=O)(Cl)Cl (phosgene), COC(=O)NNC1=C(C=CC=C1)OCCSC (2-[2-(2-methylthioethoxy)-phenyl]-hydrazinecarboxylic acid methyl ester). Yields the product COC(=O)NN(C1=C(C=CC=C1)OCCSC)C(=O)Cl (2-(chlorocarbonyl)-2-[2-(2-methylthioethoxy)-phenyl]-hydrazinecarboxylic acid methyl ester). Run in C1(=CC=CC=C1)C (toluene), C1(=CC=CC=C1)C (toluene). Reaction conditions: temperature 90 celsius. Procedure: 80 ml of a 20% solution of phosgene in toluene are added at 20° C. to 14.1 g of 2-[2-(2-methylthioethoxy)-phenyl]-hydrazinecarboxylic acid methyl ester in 130 ml of toluene. The reaction mixture is subsequently heated for 3 hours at 90° C., and the solvent is then removed. Recrystallisation of the residue in ethyl alcohol yields the compound No. 1.1 of the formula ##STR63## having a melting point of 55°-57° C. Reactants: FC=1C=CC(=C(C1)C(CC1(OC1)C(F)(F)F)(C)C)OC (2-[2-(5-fluoro-2-methoxyphenyl)-2-methylpropyl]-2-trifluoromethyloxirane), N1CCNC2=CC=CC=C12 (tetrahydroquinoxaline). Solvent: CN(C)C=O (DMF), C(C)OCC (diethyl ether). Yields the product N1(CCNC2=CC=CC=C12)CC(C(F)(F)F)(CC(C)(C)C1=C(C=CC(=C1)F)OC)O (2-(3,4-dihydro-2H-quinoxalin-1-ylmethyl)-1,1,1-trifluoro-4-(5-fluoro-2-methoxyphenyl)-4-methylpentan-2-ol). Isolated yield 39.3%. As a reaction SMILES: [F:1][C:2]1[CH:3]=[CH:4][C:5]([O:19][CH3:20])=[C:6]([C:8]([CH3:18])([CH3:17])[CH2:9][C:10]2([C:13]([F:16])([F:15])[F:14])[CH2:12][O:11]2)[CH:7]=1.[NH:21]1[C:30]2[C:25](=[CH:26][CH:27]=[CH:28][CH:29]=2)[NH:24][CH2:23][CH2:22]1>CN(C=O)C.C(OCC)C>[N:21]1([CH2:12][C:10]([OH:11])([CH2:9][C:8]([C:6]2[CH:7]=[C:2]([F:1])[CH:3]=[CH:4][C:5]=2[O:19][CH3:20])([CH3:18])[CH3:17])[C:13]([F:16])([F:15])[F:14])[C:30]2[C:25](=[CH:26][CH:27]=[CH:28][CH:29]=2)[NH:24][CH2:23][CH2:22]1. Reported procedure: A solution of 2-[2-(5-fluoro-2-methoxyphenyl)-2-methylpropyl]-2-trifluoromethyloxirane (see Example 1) (54.4 mg) and tetrahydroquinoxaline (124.8 mg) in DMF (0.6 mL) was heated at 100° C. for 6 hours. The resulting mixture was diluted with diethyl ether, washed with water and brine, dried over sodium sulfate, filtered, and concentrated in vacuo. The residue was purified by preparative TLC (eluted with 25% diethyl ether-benzene) to give the title compound as a clear oil (31.2 mg). Reactants: O=C1OC(=O)C2=C1CCCC2, CC(=O)O, Nc1cc(OCC2CC2(Cl)Cl)c(Cl)cc1F. The product is O=C1C2=C(CCCC2)C(=O)N1c1cc(OCC2CC2(Cl)Cl)c(Cl)cc1F. Reaction SMILES: [C:17]1(=[O:27])[C:18]2=[C:19]([C:20](=[O:21])[O:22]1)[CH2:23][CH2:24][CH2:25][CH2:26]2.[CH3:28][C:29](=[O:30])[OH:31].[Cl:1][c:2]1[cH:3][c:4]([F:16])[c:5]([NH2:6])[cH:7][c:8]1[O:9][CH2:10][CH:11]1[C:12]([Cl:14])([Cl:15])[CH2:13]1>>[Cl:1][c:2]1[cH:3][c:4]([F:16])[c:5]([N:6]2[C:17](=[O:22])[C:18]3=[C:19]([C:20]2=[O:21])[CH2:23][CH2:24][CH2:25][CH2:26]3)[cH:7][c:8]1[O:9][CH2:10][CH:11]1[C:12]([Cl:14])([Cl:15])[CH2:13]1. Conditions: time 2 hour. Procedure: A solution of Nα-(tert-butyloxycarbonyl)-D-aspartic anhydride (J. Med. Chem. 1996; 3842) (19 g, 88 mmol) in tetrahydrofuran (150 ml) was added dropwise to an ice-cooled suspension of sodium borohydride (3.4 g, 88 mmol) in tetrahydrofuran (75 ml), and once addition was complete, the mixture was stirred for a further 2 hours. Acetic acid (30 ml) was added dropwise and the mixture then evaporated under reduced pressure. The residue was partitioned between water (150 ml) and ether (150 ml) and 2N hy... Product: C(C)(C)(C)OC(=O)N[C@H](CC(=O)[O-])CO.[Na+] (Sodium (3R)-3-[(tert-butoxycarbonyl)amino]-4-hydroxybutanoate). Reaction SMILES: [C:1]([O:5][C:6]([NH:8][C@H:9]1[C:14](=[O:15])[O:13][C:11](=[O:12])[CH2:10]1)=[O:7])([CH3:4])([CH3:3])[CH3:2].[BH4-].[Na+:17].C(O)(=O)C.CO>O1CCCC1>[C:1]([O:5][C:6]([NH:8][C@@H:9]([CH2:14][OH:15])[CH2:10][C:11]([O-:13])=[O:12])=[O:7])([CH3:3])([CH3:4])[CH3:2].[Na+:17] |f:1.2,6.7|. Solvent: O1CCCC1 (tetrahydrofuran), O1CCCC1 (tetrahydrofuran). Reactants: C(C)(C)(C)OC(=O)N[C@@H]1CC(=O)OC1=O (Nα-(tert-butyloxycarbonyl)-D-aspartic anhydride), ice, C(C)(=O)O (Acetic acid), [BH4-].[Na+] (sodium borohydride), product, CO (methanol).